This data is from the Open Reaction Database (ORD), a public repository of structured organic reaction records. The task is: describe an organic reaction: reactants, conditions, products, and yield Starting materials: CC(=O)OCc1c(B2OC(C)(C)C(C)(C)O2)cccc1-n1ncc2cc(C(C)(C)C)cc(F)c2c1=O, CCCCO, CCOC(C)=O, CN(C)CC(C)(C)Oc1ccc(Nc2cc(Cl)nn(C)c2=O)nc1, O. Product: CC(=O)OCc1c(-c2cc(Nc3ccc(OC(C)(C)CN(C)C)cn3)c(=O)n(C)n2)cccc1-n1ncc2cc(C(C)(C)C)cc(F)c2c1=O. Reaction SMILES: [C:1]([CH3:2])(=[O:3])[O:4][CH2:5][c:6]1[c:7](-[n:21]2[c:22](=[O:36])[c:23]3[c:24]([F:35])[cH:25][c:26]([C:31]([CH3:32])([CH3:33])[CH3:34])[cH:27][c:28]3[cH:29][n:30]2)[cH:8][cH:9][cH:10][c:11]1[B:12]1[O:13][C:14]([CH3:15])([CH3:16])[C:17]([CH3:18])([CH3:19])[O:20]1.[CH2:61]([OH:62])[CH2:63][CH2:64][CH3:65].[CH3:67][CH2:68][O:69][C:70](=[O:71])[CH3:72].[Cl:37][c:38]1[cH:39][c:40]([NH:46][c:47]2[n:48][cH:49][c:50]([O:53][C:54]([CH2:55][N:56]([CH3:57])[CH3:58])([CH3:59])[CH3:60])[cH:51][cH:52]2)[c:41](=[O:45])[n:42]([CH3:44])[n:43]1.[OH2:66]>>[C:1]([CH3:2])(=[O:3])[O:4][CH2:5][c:6]1[c:7](-[n:21]2[c:22](=[O:36])[c:23]3[c:24]([F:35])[cH:25][c:26]([C:31]([CH3:32])([CH3:33])[CH3:34])[cH:27][c:28]3[cH:29][n:30]2)[cH:8][cH:9][cH:10][c:11]1-[c:38]1[cH:39][c:40]([NH:46][c:47]2[n:48][cH:49][c:50]([O:53][C:54]([CH2:55][N:56]([CH3:57])[CH3:58])([CH3:59])[CH3:60])[cH:51][cH:52]2)[c:41](=[O:45])[n:42]([CH3:44])[n:43]1. Reactants: [OH-].[K+] (KOH), FC1=CC=C2C(=NNC2=C1)C1CCNCC1 (4-(6-fluoro-1H-indazol-3-yl)piperidine), C(=O)(O)[O-].[Na+] (NaHCO3), C(C1=CC=CC=C1)(=O)N1N=C(C2=CC=C(C=C12)F)C1CCN(CC1)C(=O)OC1=CC=CC=C1 (1-benzoyl-6-fluoro-3-(1-phenoxycarbonyl-4-piperidinyl)-1H-indazole), Cl (HCl), ClCC#N (chloroacetonitrile). Solvent: C(Cl)Cl.CCOC(=O)C (DCM EtOAc), C(C)#N (acetonitrile), C(C)O (ethanol). Product: FC1=CC=C2C(=NNC2=C1)C1CCN(CC1)CC#N ([4-(6-Fluoro-1H-indazol-3-yl)-1-piperidinyl]acetonitrile). Yield: 89.1%. Reaction SMILES: C([N:9]1[C:17]2[C:12](=[CH:13][CH:14]=[C:15]([F:18])[CH:16]=2)[C:11]([CH:19]2[CH2:24][CH2:23][N:22]([C:25](OC3C=CC=CC=3)=O)[CH2:21][CH2:20]2)=[N:10]1)(=O)C1C=CC=CC=1.[OH-].[K+].Cl.FC1C=C2C([C:42](C3CCNCC3)=[N:43]N2)=CC=1.C([O-])(O)=O.[Na+].ClCC#N>C(O)C.C(#N)C.C(Cl)Cl.CCOC(C)=O>[F:18][C:15]1[CH:16]=[C:17]2[C:12]([C:11]([CH:19]3[CH2:20][CH2:21][N:22]([CH2:25][C:42]#[N:43])[CH2:23][CH2:24]3)=[N:10][NH:9]2)=[CH:13][CH:14]=1 |f:1.2,5.6,10.11|. Reported procedure: To a suspension of 1-benzoyl-6-fluoro-3-(1-phenoxycarbonyl-4-piperidinyl)-1H-indazole (31.6 g, 71.3 mmol) in ethanol (500 ml) was added 50% KOH(aq.) (100 g of KOH in 100 g H2O) at room temperature. The reaction mixture was warmed to reflux for 4 hours and cooled to room temperature. After adjusting the pH to about one (to litmus) using HCl (con., 110 ml), the volatiles were removed under reduced pressure. The remaining wet solid was diluted with water and collected via filtration. The solid mate... Starting materials: Cl (Hydrochloric acid), CN(CCCNC(=O)OCC1=C(C=CC=C1)N(C=O)CCCCCCCCCCCCCCCCCC)C ([2-[[N-[3-(dimethylamino)propyl]carbamoyloxy]methyl]phenyl]-N-octadecylformamide), C(C)O (ethanol). The solvent is C(C)(=O)OCC (ethyl acetate), C(C)(=O)OCC (ethyl acetate). Conditions: time 10 minute. Yields the product Cl.CN(CCCNC(=O)OCC1=C(C=CC=C1)N(C=O)CCCCCCCCCCCCCCCCCC)C ([2-[[N-[3-(Dimethylamino)propyl]carbamoyloxy]methyl]phenyl]-N-octadecylformamide hydrochloride). RXN SMILES: [ClH:1].[CH3:2][N:3]([CH3:39])[CH2:4][CH2:5][CH2:6][NH:7][C:8]([O:10][CH2:11][C:12]1[CH:17]=[CH:16][CH:15]=[CH:14][C:13]=1[N:18]([CH2:21][CH2:22][CH2:23][CH2:24][CH2:25][CH2:26][CH2:27][CH2:28][CH2:29][CH2:30][CH2:31][CH2:32][CH2:33][CH2:34][CH2:35][CH2:36][CH2:37][CH3:38])[CH:19]=[O:20])=[O:9].C(O)C>C(OCC)(=O)C>[ClH:1].[CH3:39][N:3]([CH3:2])[CH2:4][CH2:5][CH2:6][NH:7][C:8]([O:10][CH2:11][C:12]1[CH:17]=[CH:16][CH:15]=[CH:14][C:13]=1[N:18]([CH2:21][CH2:22][CH2:23][CH2:24][CH2:25][CH2:26][CH2:27][CH2:28][CH2:29][CH2:30][CH2:31][CH2:32][CH2:33][CH2:34][CH2:35][CH2:36][CH2:37][CH3:38])[CH:19]=[O:20])=[O:9] |f:4.5|. Reported procedure: 4N Hydrochloric acid--ethyl acetate solution (0.19 ml) was added to a solution of [2-[[N-[3-(dimethylamino)propyl]carbamoyloxy]methyl]phenyl]-N-octadecylformamide (0.20 g) in ethyl acetate (4 ml) while being cooled with ice. After being stirred for 10 minutes, the deposited crystals were dissolved with ethanol and the solution was concentrated. The residue was recrystallized from ethyl acetate, thereby yielding 0.21 g of the aimed compound as white crystals.